This data is from the Open Reaction Database (ORD), a public repository of structured organic reaction records. The task is: describe an organic reaction: reactants, conditions, products, and yield The reactants are CCCCc1cc(CCC=O)n(-c2ccc(F)cc2)n1, Fc1ccccc1N1CCNCC1. The product is CCCCc1cc(CCCN2CCN(c3ccccc3F)CC2)n(-c2ccc(F)cc2)n1. As a reaction SMILES: [F:1][c:2]1[cH:3][cH:4][c:5](-[n:8]2[n:9][c:10]([CH2:17][CH2:18][CH2:19][CH3:20])[cH:11][c:12]2[CH2:13][CH2:14][CH:15]=[O:16])[cH:6][cH:7]1.[F:21][c:22]1[c:23]([N:28]2[CH2:29][CH2:30][NH:31][CH2:32][CH2:33]2)[cH:24][cH:25][cH:26][cH:27]1>>[F:1][c:2]1[cH:3][cH:4][c:5](-[n:8]2[n:9][c:10]([CH2:17][CH2:18][CH2:19][CH3:20])[cH:11][c:12]2[CH2:13][CH2:14][CH2:15][N:31]2[CH2:30][CH2:29][N:28]([c:23]3[c:22]([F:21])[cH:27][cH:26][cH:25][cH:24]3)[CH2:33][CH2:32]2)[cH:6][cH:7]1. Reactants: C(CC1=CC=CC=C1)N (phenethylamine), ClC=1C2=C(N=C(N1)C1=CC=NO1)SC(=C2)Cl (4-chloro-2-(isoxazol-5-yl)-6-chloro-thieno-[2,3-d]-pyrimidine). The product is O1N=CC=C1C=1N=C(C2=C(N1)SC(=C2)Cl)NCCC2=CC=CC=C2 (2-(isoxazol-5-yl)-4-phenethylamino-6-chloro-thieno-[2,3-d]-pyrimidine). RXN SMILES: [CH2:1]([NH2:9])[CH2:2][C:3]1[CH:8]=[CH:7][CH:6]=[CH:5][CH:4]=1.Cl[C:11]1[C:12]2[CH:24]=[C:23]([Cl:25])[S:22][C:13]=2[N:14]=[C:15]([C:17]2[O:21][N:20]=[CH:19][CH:18]=2)[N:16]=1>>[O:21]1[C:17]([C:15]2[N:16]=[C:11]([NH:9][CH2:1][CH2:2][C:3]3[CH:8]=[CH:7][CH:6]=[CH:5][CH:4]=3)[C:12]3[CH:24]=[C:23]([Cl:25])[S:22][C:13]=3[N:14]=2)=[CH:18][CH:19]=[N:20]1. Procedure: With the procedure of Example 1, the reaction of phenethylamine with 4-chloro-2-(isoxazol-5-yl)-6-chloro-thieno-[2,3-d]-pyrimidine yields 2-(isoxazol-5-yl)-4-phenethylamino-6-chloro-thieno-[2,3-d]-pyrimidine. Product: COC1=CC=C2C(=N1)N(C(=N2)C2CN(CCC2)C(=O)OC(C)(C)C)CCCOC (tert-butyl 3-(5-methoxy-3-(3-methoxypropyl)-3H-imidazo[4,5-b]pyridin-2-yl)piperidine-1-carboxylate). Starting materials: resultant mixture, COC1=CC=C(C(=N1)NCCCOC)[N+](=O)[O-] (6-methoxy-N-(3-methoxypropyl)-3-nitropyridin-2-amine), C(=O)[C@H]1CN(CCC1)C(=O)OC(C)(C)C ((R)-tert-butyl 3-formylpiperidine-1-carboxylate), S(=O)([O-])S(=O)[O-].[Na+].[Na+] (Sodium hydrosulfite). Procedure: 6-Methoxy-N-(3-methoxypropyl)-3-nitropyridin-2-amine (33B) (1.56 mmol max, crude oil) and (R)-tert-butyl 3-formylpiperidine-1-carboxylate (1.56 mmol, 0.332 g) were added to an oven dried 50 mL round-bottomed flask equipped with a reflux condenser and for stirring under nitrogen. Ethanol (4 mL) and dimethyl sulfoxide (2 mL) were added and the solution was allowed to stir at room temperature for 5 min. Sodium hydrosulfite (4.68 mmol; 0.959 g of 85%) was then added and the resultant mixture was hea... The yield is 76.0%. Reaction SMILES: [CH3:1][O:2][C:3]1[N:8]=[C:7]([NH:9][CH2:10][CH2:11][CH2:12][O:13][CH3:14])[C:6]([N+:15]([O-])=O)=[CH:5][CH:4]=1.[CH:18]([C@@H:20]1[CH2:25][CH2:24][CH2:23][N:22]([C:26]([O:28][C:29]([CH3:32])([CH3:31])[CH3:30])=[O:27])[CH2:21]1)=O.S(S([O-])=O)([O-])=O.[Na+].[Na+]>>[CH3:1][O:2][C:3]1[N:8]=[C:7]2[N:9]([CH2:10][CH2:11][CH2:12][O:13][CH3:14])[C:18]([CH:20]3[CH2:25][CH2:24][CH2:23][N:22]([C:26]([O:28][C:29]([CH3:30])([CH3:32])[CH3:31])=[O:27])[CH2:21]3)=[N:15][C:6]2=[CH:5][CH:4]=1 |f:2.3.4|. Reactants: CC(C)C(O)c1cc(Br)c2c(c1)OCO2, CC[SiH](CC)CC, ClCCl, O, O=C(O)C(F)(F)F. The product is CC(C)Cc1cc(Br)c2c(c1)OCO2. RXN SMILES: [Br:1][c:2]1[cH:3][c:4]([CH:11]([CH:12]([CH3:13])[CH3:14])[OH:15])[cH:5][c:6]2[c:7]1[O:8][CH2:9][O:10]2.[CH2:16]([SiH:17]([CH2:18][CH3:19])[CH2:20][CH3:21])[CH3:22].[Cl:31][CH2:32][Cl:33].[OH2:30].[OH:23][C:24]([C:25]([F:26])([F:27])[F:28])=[O:29]>>[Br:1][c:2]1[cH:3][c:4]([CH2:11][CH:12]([CH3:13])[CH3:14])[cH:5][c:6]2[c:7]1[O:8][CH2:9][O:10]2. Reactants: COC(=O)c1ccc(CC#N)cc1S(=O)(=O)NC(C)(C)C, CO, Cl, O, O=[Pt]. Yields the product COC(=O)c1ccc(CCN)cc1S(=O)(=O)NC(C)(C)C. As a reaction SMILES: [C:1]([CH3:2])([CH3:3])([CH3:4])[NH:5][S:6](=[O:7])(=[O:8])[c:9]1[c:10]([C:11](=[O:12])[O:13][CH3:14])[cH:15][cH:16][c:17]([CH2:19][C:20]#[N:21])[cH:18]1.[CH3:22][OH:23].[ClH:24].[OH2:25].[Pt:26]=[O:27]>>[C:1]([CH3:2])([CH3:3])([CH3:4])[NH:5][S:6](=[O:7])(=[O:8])[c:9]1[c:10]([C:11](=[O:12])[O:13][CH3:14])[cH:15][cH:16][c:17]([CH2:19][CH2:20][NH2:21])[cH:18]1. Reactants: CC=1NC2=CC=CC=C2C1 (2-methylindole), COC=1C=C(C=CC1OC)C1OC(=O)C2=CC(=CC=C12)N(C)C (3-(3',4'-dimethoxyphenyl)-6-dimethylaminophthalide). Yields the product CN(C1=CC=C(C=C1)C1OC(=O)C2=CC(=CC=C12)N(C)C)C (3-(p-dimethylaminophenyl)-6-dimethylaminophthalide), CN(C1=CC=CC=C1)C (dimethylaniline), triarylmethane. Reaction SMILES: CO[C:3]1[CH:4]=[C:5]([CH:11]2[C:20]3[C:15](=[CH:16][C:17]([N:21]([CH3:23])[CH3:22])=[CH:18][CH:19]=3)[C:13](=[O:14])[O:12]2)[CH:6]=[CH:7][C:8]=1OC.C[C:25]1[NH:26][C:27]2C(C=1)=CC=CC=2>>[CH3:25][N:26]([CH3:27])[C:8]1[CH:7]=[CH:6][C:5]([CH:11]2[C:20]3[C:15](=[CH:16][C:17]([N:21]([CH3:23])[CH3:22])=[CH:18][CH:19]=3)[C:13](=[O:14])[O:12]2)=[CH:4][CH:3]=1.[CH3:22][N:21]([CH3:23])[C:17]1[CH:18]=[CH:19][CH:20]=[CH:15][CH:16]=1. Reported procedure: Example 1 was repeated except that 32 g of 3-(3',4'-dimethoxyphenyl)-6-dimethylaminophthalide and 13.5 g of 2-methylindole were used, respectively, instead of 30 g of 3-(p-dimethylaminophenyl)-6-dimethylaminophthalide and 13 g of dimethylaniline to obtain 33 g of triarylmethane having the following structure whose m.p. was 230°-232° C. in the form of colourless crystals (Recrystallized from methanol). This compound becomes bluish violet upon exposure to light on silica gel. ##STR11##